Dataset: the Open Reaction Database (ORD), a public repository of structured organic reaction records. Task: describe an organic reaction: reactants, conditions, products, and yield The reactants are CC1=CC=C(C(=[N+]1[O-])C(=O)OC)C(=O)C1=CC2=C(C=C1)OCO2 (6-methyl-3-(3,4-methylenedioxyphenylcarbonyl)-2-methoxycarbonylpyridine N-oxide), FC(C(=O)O)(F)F (trifluoro acetic acid). Solvent: CN(C)C=O (DMF). Reaction conditions: time 18 hour. The product is COC(=O)C1=NC(=CC=C1C(=O)C1=CC2=C(C=C1)OCO2)CO (6-hydroxymethyl-3-(3,4-methylenedioxyphenylcarbonyl)pyridine-2-carboxylic acid methyl ester). RXN SMILES: [CH3:1][C:2]1[N+:7]([O-])=[C:6]([C:9]([O:11][CH3:12])=[O:10])[C:5]([C:13]([C:15]2[CH:20]=[CH:19][C:18]3[O:21][CH2:22][O:23][C:17]=3[CH:16]=2)=[O:14])=[CH:4][CH:3]=1.FC(F)(F)C(O)=[O:27]>CN(C=O)C>[CH3:12][O:11][C:9]([C:6]1[C:5]([C:13]([C:15]2[CH:20]=[CH:19][C:18]3[O:21][CH2:22][O:23][C:17]=3[CH:16]=2)=[O:14])=[CH:4][CH:3]=[C:2]([CH2:1][OH:27])[N:7]=1)=[O:10]. Procedure details: To a DMF(15 ml) solution of 6-methyl-3-(3,4-methylenedioxyphenylcarbonyl)-2-methoxycarbonylpyridine N-oxide(1.56 g,4.95 mmol) was added anhydrous trifluoro acetic acid(7 ml) under ice-cooling, and the mixture was stirred at room temperature for 18 h. After removal of the excess anhydrous trifluoro acetic acid the residue was partitioned between water and AcOEt. The organic layer was washed with a saturated aqueous solution of NaHCO3 and brine, dried over MgSO4 and concentrated under reduced pres... The reactants are CCOC(=O)c1cn2cc(C#N)ccc2n1, CC[S-], CCO, ClCCl, [Na+]. Product: CCOC(=N)c1ccc2nc(C(=O)OCC)cn2c1. As a reaction SMILES: [C:5](#[N:6])[c:7]1[cH:8][cH:9][c:10]2[n:11]([cH:12]1)[cH:13][c:14]([C:16](=[O:17])[O:18][CH2:19][CH3:20])[n:15]2.[CH2:1]([S-:2])[CH3:3].[CH3:21][CH2:22][OH:23].[Cl:24][CH2:25][Cl:26].[Na+:4]>>[C:5](=[NH:6])([c:7]1[cH:8][cH:9][c:10]2[n:11]([cH:12]1)[cH:13][c:14]([C:16](=[O:17])[O:18][CH2:19][CH3:20])[n:15]2)[O:23][CH2:22][CH3:21]. Reactants: COC(=O)c1cnc(C=CN(C)C)cn1, COC(OC)OC, CO, CCOC(C)=O, [O-][I+3]([O-])([O-])[O-], [Na+], O, O, Cc1ccc(S(=O)(=O)O)cc1. Reaction SMILES: [CH3:1][O:2][C:3](=[O:4])[c:5]1[n:6][cH:7][c:8]([CH:11]=[CH:12][N:13]([CH3:14])[CH3:15])[n:9][cH:10]1.[CH3:22][O:23][CH:24]([O:25][CH3:26])[O:27][CH3:28].[CH3:41][OH:42].[CH3:43][CH2:44][O:45][C:46](=[O:47])[CH3:48].[I+3:16]([O-:17])([O-:18])([O-:19])[O-:20].[Na+:21].[OH2:29].[OH2:49].[c:30]1([CH3:31])[cH:32][cH:33][c:34]([S:35]([OH:36])(=[O:37])=[O:38])[cH:39][cH:40]1>>[CH3:1][O:2][C:3](=[O:4])[c:5]1[n:6][cH:7][c:8]([CH:24]([O:25][CH3:26])[O:27][CH3:28])[n:9][cH:10]1. Product: COC(=O)c1cnc(C(OC)OC)cn1. The reactants are N1=CC=C(C=C1)CN1C(C2=CC=CC=C2C1=O)=O (2-Pyridin-4-ylmethyl-isoindole-1,3-dione), Cl (HCl). As a reaction SMILES: [N:1]1[CH:6]=[CH:5][C:4]([CH2:7][N:8]2[C:16](=[O:17])[C:15]3[C:10](=[CH:11][CH:12]=[CH:13][CH:14]=3)[C:9]2=[O:18])=[CH:3][CH:2]=1.[ClH:19]>[Pt]=O>[ClH:19].[NH:1]1[CH2:2][CH2:3][CH:4]([CH2:7][N:8]2[C:16](=[O:17])[C:15]3[C:10](=[CH:11][CH:12]=[CH:13][CH:14]=3)[C:9]2=[O:18])[CH2:5][CH2:6]1 |f:3.4|. The reagents and catalysts are [Pt]=O (platinum oxide). Reported procedure: To a mixture of 148.0 g (1.0 mol) of phthalic anhydride and 15 mL of triethylamine in 1.5 L of xylene was slowly added 108.0 g (1.0 mol) of 4-(Aminomethyl)pyridine with mechanical stirring. The resulting solid was collected by filtration. The N-Pyridin-4-ylmethyl-phthalamic acid was then cyclized, by heating 235 g (0.88 mol) to the melt stage for 15 min. The mixture was allowed to cool slightly and 2.5 L of ethanol was added to the warm reaction mixture, and the solution filtered. Upon cooling, ... Product: Cl.N1CCC(CC1)CN1C(C2=CC=CC=C2C1=O)=O (2-Piperidin-4-ylmethyl-isoindole-1,3-dione hydrochloride). The reactants are BrC1=C2C=CN=C(C2=CC=C1)CCCO[Si](C)(C)C(C)(C)C (5-bromo-1-(3-{[(1,1-dimethylethyl)(dimethyl)silyl]oxy}propyl)isoquinoline), CN(C=O)C (N,N-dimethylformamide). The reagents and catalysts are [C-]#N.[Zn+2].[C-]#N (zinc cyanide), C=1C=CC(=CC1)[P](C=2C=CC=CC2)(C=3C=CC=CC3)[Pd]([P](C=4C=CC=CC4)(C=5C=CC=CC5)C=6C=CC=CC6)([P](C=7C=CC=CC7)(C=8C=CC=CC8)C=9C=CC=CC9)[P](C=1C=CC=CC1)(C=1C=CC=CC1)C=1C=CC=CC1 (tetrakis(triphenylphosphine)palladium(0)). The solvent is C(C)(=O)OCC (ethyl acetate). The product is CC(C)(C)[Si](OCCCC1=NC=CC=2C(=CC=CC12)C#N)(C)C (1-(3-{[(1,1-Dimethylethyl)(dimethyl)silyl]oxy}propyl)-5-isoquinolinecarbonitrile). Reaction SMILES: Br[C:2]1[CH:11]=[CH:10][CH:9]=[C:8]2[C:3]=1[CH:4]=[CH:5][N:6]=[C:7]2[CH2:12][CH2:13][CH2:14][O:15][Si:16]([C:19]([CH3:22])([CH3:21])[CH3:20])([CH3:18])[CH3:17].[CH3:23][N:24](C)C=O>C(OCC)(=O)C.[C-]#N.[Zn+2].[C-]#N.C1C=CC([P]([Pd]([P](C2C=CC=CC=2)(C2C=CC=CC=2)C2C=CC=CC=2)([P](C2C=CC=CC=2)(C2C=CC=CC=2)C2C=CC=CC=2)[P](C2C=CC=CC=2)(C2C=CC=CC=2)C2C=CC=CC=2)(C2C=CC=CC=2)C2C=CC=CC=2)=CC=1>[CH3:20][C:19]([Si:16]([CH3:18])([CH3:17])[O:15][CH2:14][CH2:13][CH2:12][C:7]1[C:8]2[CH:9]=[CH:10][CH:11]=[C:2]([C:23]#[N:24])[C:3]=2[CH:4]=[CH:5][N:6]=1)([CH3:22])[CH3:21] |f:3.4.5,^1:42,44,63,82|. Reported procedure: A microwave vial was charged with 5-bromo-1-(3-{[(1,1-dimethylethyl)(dimethyl)silyl]oxy}propyl)isoquinoline (D11; 640 mg, 1.68 mmol), dry, degassed N,N-dimethylformamide (DMF) (8 ml), zinc cyanide (217 mg, 1.85 mmol) and tetrakis(triphenylphosphine)palladium(0) (194 mg, 0.168 mmol). The reaction vessel was sealed and heated using microwave irradiation to 120° C. for 60 min. After cooling, the mixture was diluted with ethyl acetate, the organic layers partitioned with water (×3) and the aqueous l... Starting materials: CN1CCOCC1 (N-methyl morpholine), CN1CCOCC1 (N-methyl morpholine), N([C@@H](CC(C)C)C(=O)OC)Cl (HCl-LeuOMe), C(C)(=O)N[C@@H](CC(C)C)C(=O)O (Acetyl-Leucine), ClC(=O)OCC(C)C (isobutyl chloroformate), Cl (HCl). Run in C1CCOC1 (THF). Run at time 20 minute. Product: N([C@@H](CC(C)C)C(=O)N[C@@H](CC(C)C)C(=O)OC)C(=O)C (Ac-Leu-Leu-OCH3). RXN SMILES: [C:1]([NH:4][C@H:5]([C:10](O)=[O:11])[CH2:6][CH:7]([CH3:9])[CH3:8])(=[O:3])[CH3:2].CN1CCOCC1.ClC(OCC(C)C)=O.[NH:28](Cl)[C@H:29]([C:34]([O:36][CH3:37])=[O:35])[CH2:30][CH:31]([CH3:33])[CH3:32].Cl>C1COCC1>[NH:4]([C:1]([CH3:2])=[O:3])[C@H:5]([C:10]([NH:28][C@H:29]([C:34]([O:36][CH3:37])=[O:35])[CH2:30][CH:31]([CH3:33])[CH3:32])=[O:11])[CH2:6][CH:7]([CH3:8])[CH3:9]. Procedure: Acetyl-Leucine (5.0 g) was dissolved in 150 mL of distilled THF under argon and the resulting solution was cooled to -15°. Next one equivalent of N-methyl morpholine followed by one equivalent of isobutyl chloroformate was added and the reaction was allowed to activate 20 minutes and then another equivalent of N-methyl morpholine followed by HCl-LeuOMe (5.25 g). The reaction is allowed to slowly come to room temperature and stir overnight. The reaction was then poured into 150 mL of 1N HCl and e... Starting materials: CCOC(=O)c1c(N)ccc(OC)c1OC, CCO, O=C1CCC(=O)N1Cl. The product is CCOC(=O)c1c(N)c(Cl)cc(OC)c1OC. Reaction SMILES: [CH3:1][O:2][c:3]1[c:4]([C:5](=[O:6])[O:7][CH2:8][CH3:9])[c:10]([NH2:16])[cH:11][cH:12][c:13]1[O:14][CH3:15].[CH3:25][CH2:26][OH:27].[Cl:17][N:18]1[C:19](=[O:20])[CH2:21][CH2:22][C:23]1=[O:24]>>[CH3:1][O:2][c:3]1[c:4]([C:5](=[O:6])[O:7][CH2:8][CH3:9])[c:10]([NH2:16])[c:11]([Cl:17])[cH:12][c:13]1[O:14][CH3:15]. Reactants: CCC#CC=CCN, CCNCC=CC#CC(C)(C)C, Cl, OCCOCC=Cc1cccc(-c2ccsc2)c1. Product: Cl, CCN(CC=CC#CC(C)(C)C)CCOCC=Cc1cccc(-c2ccsc2)c1. Reaction SMILES: [CH2:1]([NH2:2])[CH:3]=[CH:4][C:5]#[C:6][CH2:7][CH3:8].[CH2:28]([CH3:29])[NH:30][CH2:31][CH:32]=[CH:33][C:34]#[C:35][C:36]([CH3:37])([CH3:38])[CH3:39].[ClH:27].[s:9]1[cH:10][c:11](-[c:14]2[cH:15][c:16]([CH:20]=[CH:21][CH2:22][O:23][CH2:24][CH2:25][OH:26])[cH:17][cH:18][cH:19]2)[cH:12][cH:13]1>>[ClH:27].[s:9]1[cH:10][c:11](-[c:14]2[cH:15][c:16]([CH:20]=[CH:21][CH2:22][O:23][CH2:24][CH2:25][N:30]([CH2:28][CH3:29])[CH2:31][CH:32]=[CH:33][C:34]#[C:35][C:36]([CH3:37])([CH3:38])[CH3:39])[cH:17][cH:18][cH:19]2)[cH:12][cH:13]1. Starting materials: Br[Mg]c1ccccc1, C1CCOC1, Clc1cnccn1. Product: c1ccc(-c2cnccn2)cc1. Reaction SMILES: [Br:8][Mg:9][c:10]1[cH:11][cH:12][cH:13][cH:14][cH:15]1.[CH2:16]1[O:17][CH2:18][CH2:19][CH2:20]1.[Cl:1][c:2]1[n:3][cH:4][cH:5][n:6][cH:7]1>>[c:2]1(-[c:10]2[cH:11][cH:12][cH:13][cH:14][cH:15]2)[n:3][cH:4][cH:5][n:6][cH:7]1.